From a dataset of the Open Reaction Database (ORD), a public repository of structured organic reaction records. describe an organic reaction: reactants, conditions, products, and yield Reactants: CS(=O)(=O)Nc1cc(OCC(O)CN)ccc1O, O=C1CCN(c2ccc(CC3SC(=O)NC3=O)cc2)CC1. The product is CS(=O)(=O)Nc1cc(OCC(O)CNC2CCN(c3ccc(CC4SC(=O)NC4=O)cc3)CC2)ccc1O. Reaction SMILES: [NH2:22][CH2:23][CH:24]([CH2:25][O:26][c:27]1[cH:28][cH:29][c:30]([OH:38])[c:31]([NH:33][S:34](=[O:35])(=[O:36])[CH3:37])[cH:32]1)[OH:39].[O:1]=[C:2]1[CH2:3][CH2:4][N:5]([c:8]2[cH:9][cH:10][c:11]([CH2:12][CH:13]3[C:14](=[O:19])[NH:15][C:16](=[O:18])[S:17]3)[cH:20][cH:21]2)[CH2:6][CH2:7]1>>[CH:2]1([NH:22][CH2:23][CH:24]([CH2:25][O:26][c:27]2[cH:28][cH:29][c:30]([OH:38])[c:31]([NH:33][S:34](=[O:35])(=[O:36])[CH3:37])[cH:32]2)[OH:39])[CH2:3][CH2:4][N:5]([c:8]2[cH:9][cH:10][c:11]([CH2:12][CH:13]3[C:14](=[O:19])[NH:15][C:16](=[O:18])[S:17]3)[cH:20][cH:21]2)[CH2:6][CH2:7]1. Run in C1CCOC1 (THF). Reported procedure: To a solution of 3-(S)-benzyl-8-(4-chlorobenzoyl)-1,4,8-triazaspiro[4,5-]-decan-2-one (2.1 g, 5.5 mmol) in 20 mL of dry THF there was added sodium hydride (130 mg, 5.5 mmol) at 0° C. and under a blanket of nitrogen. Following stirring over a period of 1 h at 0° C., benzyl chloride (760 mg, 6.0 mmol) was slowly added dropwise, and the mixture was allowed to warm up to RT and then heated under reflux over a period of 4 d. Following the addition of an aqueous saturated NH4Cl solution (30 mL), the r... Yields the product C(C1=CC=CC=C1)N1C([C@@H](NC12CCN(CC2)C(C2=CC=C(C=C2)Cl)=O)CC2=CC=CC=C2)=O (1,3-(S)-dibenzyl-8-(4-chlorobenzoyl)-1,4,8-triazaspiro[4,5]decan-2-one). Run at temperature 0 celsius, time 1 hour. The reactants are C(C1=CC=CC=C1)[C@H]1C(NC2(N1)CCN(CC2)C(C2=CC=C(C=C2)Cl)=O)=O (3-(S)-benzyl-8-(4-chlorobenzoyl)-1,4,8-triazaspiro[4,5-]-decan-2-one), [H-].[Na+] (sodium hydride), [NH4+].[Cl-] (NH4Cl), C(C1=CC=CC=C1)Cl (benzyl chloride). Reaction SMILES: [CH2:1]([C@@H:8]1[NH:12][C:11]2([CH2:17][CH2:16][N:15]([C:18](=[O:26])[C:19]3[CH:24]=[CH:23][C:22]([Cl:25])=[CH:21][CH:20]=3)[CH2:14][CH2:13]2)[NH:10][C:9]1=[O:27])[C:2]1[CH:7]=[CH:6][CH:5]=[CH:4][CH:3]=1.[H-].[Na+].[CH2:30](Cl)[C:31]1[CH:36]=[CH:35][CH:34]=[CH:33][CH:32]=1.[NH4+].[Cl-]>C1COCC1>[CH2:30]([N:10]1[C:11]2([CH2:17][CH2:16][N:15]([C:18](=[O:26])[C:19]3[CH:20]=[CH:21][C:22]([Cl:25])=[CH:23][CH:24]=3)[CH2:14][CH2:13]2)[NH:12][C@@H:8]([CH2:1][C:2]2[CH:7]=[CH:6][CH:5]=[CH:4][CH:3]=2)[C:9]1=[O:27])[C:31]1[CH:36]=[CH:35][CH:34]=[CH:33][CH:32]=1 |f:1.2,4.5|. Reactants: C(C)(C)(C)OC(=O)N1CCN(CC1)C(CN(CC(C)C)C(C)=O)C1CCCCC1 (4-[2-(Acetyl-isobutyl-amino)-1-cyclohexyl-ethyl]-piperazine-1-carboxylic acid tert-butyl ester), Cl.CCOC(=O)C (HCl EtOAc). Yields the product Cl.Cl.C1(CCCCC1)C(CN(C(C)=O)CC(C)C)N1CCNCC1 (N-(2-Cyclohexyl-2-piperazin-1-yl-ethyl)-N-isobutyl-acetamide dihydrochloride salt). Reaction SMILES: C(OC([N:8]1[CH2:13][CH2:12][N:11]([CH:14]([CH:24]2[CH2:29][CH2:28][CH2:27][CH2:26][CH2:25]2)[CH2:15][N:16]([C:21](=[O:23])[CH3:22])[CH2:17][CH:18]([CH3:20])[CH3:19])[CH2:10][CH2:9]1)=O)(C)(C)C.[ClH:30].CCOC(C)=O>>[ClH:30].[ClH:30].[CH:24]1([CH:14]([N:11]2[CH2:12][CH2:13][NH:8][CH2:9][CH2:10]2)[CH2:15][N:16]([CH2:17][CH:18]([CH3:20])[CH3:19])[C:21](=[O:23])[CH3:22])[CH2:25][CH2:26][CH2:27][CH2:28][CH2:29]1 |f:1.2,3.4.5|. Procedure: A solution of the product from Step I (500 mg, 1.2.1 mmol) in 1N HCl/EtOAc (25 mL) was stirred at room temperature overnight. Solvent was removed under reduced pressure and solid washed twice with Et2O to afford the title compound as a white solid. MS m/z 310.3 (M++1). Reactants: OC=1C=CC2=C(SC(=C2C(=O)C2=CC=C(C=C2)OCCN2CCCCC2)C2=CC=C(C=C2)O)C1 ([6-hydroxy-2-(4-hydroxyphenyl)benzo[b]thien-3-yl]-[4-[2-(1-piperidinyl)ethoxy]phenyl]methanone), ClC1=CC=C(C=C1)N=C=O (4-chlorophenyl isocynate). The solvent is O1CCCC1 (tetrahydrofuran). Reaction conditions: time 18 hour. Product: ClC1=CC=C(C=C1)NC(=O)C=1C=CC2=C(SC(=C2C(=O)C2=CC=C(C=C2)OCCN2CCCCC2)C2=CC=C(C=C2)C(NC2=CC=C(C=C2)Cl)=O)C1 ([6-[N-(4-chlorophenyl)carbamoyl]-2-[4-[N-(4-chlorophenyl)carbamoyl]phenyl]benzo[b]thien-3-yl][4-[2-(1-piperidinyl)ethoxy]phenyl] methanone). Yield: 50.1%. RXN SMILES: O[C:2]1[CH:3]=[CH:4][C:5]2[C:9]([C:10]([C:12]3[CH:17]=[CH:16][C:15]([O:18][CH2:19][CH2:20][N:21]4[CH2:26][CH2:25][CH2:24][CH2:23][CH2:22]4)=[CH:14][CH:13]=3)=[O:11])=[C:8]([C:27]3[CH:32]=[CH:31][C:30](O)=[CH:29][CH:28]=3)[S:7][C:6]=2[CH:34]=1.[Cl:35][C:36]1[CH:41]=[CH:40][C:39]([N:42]=[C:43]=[O:44])=[CH:38][CH:37]=1>O1CCCC1>[Cl:35][C:36]1[CH:41]=[CH:40][C:39]([NH:42][C:43]([C:2]2[CH:3]=[CH:4][C:5]3[C:9]([C:10]([C:12]4[CH:13]=[CH:14][C:15]([O:18][CH2:19][CH2:20][N:21]5[CH2:22][CH2:23][CH2:24][CH2:25][CH2:26]5)=[CH:16][CH:17]=4)=[O:11])=[C:8]([C:27]4[CH:28]=[CH:29][C:30]([C:43](=[O:44])[NH:42][C:39]5[CH:40]=[CH:41][C:36]([Cl:35])=[CH:37][CH:38]=5)=[CH:31][CH:32]=4)[S:7][C:6]=3[CH:34]=2)=[O:44])=[CH:38][CH:37]=1. Reported procedure: 5.56 g (10.7 mmol) of [6-hydroxy-2-(4-hydroxyphenyl)benzo[b]thien-3-yl]-[4-[2-(1-piperidinyl)ethoxy]phenyl]methanone was dissolved in 200 ml of dry tetrahydrofuran and 5.45 g (35.2 mmol) of 4-chlorophenyl isocynate was added. The reaction mixture was stirred at room temperature under an atmosphere of nitrogen. After 18 hours, the solvent was removed by evaporation in vacuo, and redissolved in chloroform. The chloroform solution was cooled to −20° C. for 24 hours and the precipitate formed was fi... The product is COC(CN(C1=CC(=CC=C1)OCCCCCCCC\C=C/CCCCCCCC)CC(=O)OC)=O (N-(2-methoxy-2-oxoethyl)-N-[3-[(Z)-(9-octadecenyl)oxy]phenyl]glycine methyl ester). Procedure details: A mixture of 0.24 g (0.95 mmol) of N-(3-hydroxyphenyl)-N-(2-methoxy-2-oxoethyl)glycine methyl ester, 0.33 g (1 mmol) of oleyl bromide, 0.15 g (1 mmol) of sodium iodide and 0.41 g (3 mmol) of potassium carbonate in 10 ml of acetone was stirred at reflux under argon for 18 hours. DMF (5 ml) was added and reflux was continued for 3 days. The solvents were removed at reduced pressure and the residue was dissolved in ethyl acetate. The extract was dried and concentrated at reduced pressure to an oil ... Starting materials: COC(CN(CC(=O)OC)C1=CC(=CC=C1)O)=O (N-(3-hydroxyphenyl)-N-(2-methoxy-2-oxoethyl)glycine methyl ester), C(CCCCCCC\C=C/CCCCCCCC)Br (oleyl bromide), [I-].[Na+] (sodium iodide), C([O-])([O-])=O.[K+].[K+] (potassium carbonate). Run in CC(=O)C (acetone), CN(C)C=O (DMF). Reaction SMILES: [CH3:1][O:2][C:3](=[O:18])[CH2:4][N:5]([C:11]1[CH:16]=[CH:15][CH:14]=[C:13]([OH:17])[CH:12]=1)[CH2:6][C:7]([O:9][CH3:10])=[O:8].[CH2:19](Br)[CH2:20][CH2:21][CH2:22][CH2:23][CH2:24][CH2:25][CH2:26]/[CH:27]=[CH:28]\[CH2:29][CH2:30][CH2:31][CH2:32][CH2:33][CH2:34][CH2:35][CH3:36].[I-].[Na+].C(=O)([O-])[O-].[K+].[K+]>CC(C)=O.CN(C=O)C>[CH3:10][O:9][C:7](=[O:8])[CH2:6][N:5]([CH2:4][C:3]([O:2][CH3:1])=[O:18])[C:11]1[CH:16]=[CH:15][CH:14]=[C:13]([O:17][CH2:19][CH2:20][CH2:21][CH2:22][CH2:23][CH2:24][CH2:25][CH2:26]/[CH:27]=[CH:28]\[CH2:29][CH2:30][CH2:31][CH2:32][CH2:33][CH2:34][CH2:35][CH3:36])[CH:12]=1 |f:2.3,4.5.6|. Conditions: time 3 day. Isolated yield 52.2%. Starting materials: C(#N)C=1C=C(C=CC1)N1C(C2=C(N3CCC[C@H]3C1)N=C(N=C2)SC)=O ((S)-5-(3-Cyanophenyl)-9-methylthio-1,2,3,3a,4,5-hexahydro-5,8,10,10b-tetraazabenzo[e]azulen-6-one), C(C)(C)N(CC)C(C)C (diisopropylethylamine), Cl.NO (hydroxylamine hydrochloride). Solvent: C(C)O (ethanol). The product is ON=C(C1=CC(=CC=C1)N1C(C2=C(N3CCC[C@H]3C1)N=C(N=C2)SC)=O)N ((S)—N′-hydroxy-3-(9-methylthio-6-oxo-2,3,3a,4-tetrahydro-1H,6H-5,8,10,10b-tetraazabenzo[e]azulen-5-yl)benzamidine). Isolated yield 96.0%. As a reaction SMILES: [C:1]([C:3]1[CH:4]=[C:5]([N:9]2[CH2:18][C@H:17]3[N:13]([CH2:14][CH2:15][CH2:16]3)[C:12]3[N:19]=[C:20]([S:23][CH3:24])[N:21]=[CH:22][C:11]=3[C:10]2=[O:25])[CH:6]=[CH:7][CH:8]=1)#[N:2].C(N(C(C)C)CC)(C)C.Cl.[NH2:36][OH:37]>C(O)C>[OH:37][N:36]=[C:1]([NH2:2])[C:3]1[CH:8]=[CH:7][CH:6]=[C:5]([N:9]2[CH2:18][C@H:17]3[N:13]([CH2:14][CH2:15][CH2:16]3)[C:12]3[N:19]=[C:20]([S:23][CH3:24])[N:21]=[CH:22][C:11]=3[C:10]2=[O:25])[CH:4]=1 |f:2.3|. Procedure: (S)-5-(3-Cyanophenyl)-9-methylthio-1,2,3,3a,4,5-hexahydro-5,8,10,10b-tetraazabenzo[e]azulen-6-one (2.00 g, 5.69 mmol) obtained in Step 1 of Example 71 was suspended in ethanol (30 mL), and the mixture was refluxed for 5 hours after adding diisopropylethylamine (1.90 mL, 10.9 mmol) and hydroxylamine hydrochloride (761 mg, 10.9 mmol). After concentrating the mixture under reduced pressure, water was added to the resulting residue, and the precipitated white solid was filtered off to give (S)—N′-hy... Starting materials: [N+](=O)([O-])C1=CC=C(C=C1)CCCC(=O)O (4-(4-nitrophenyl)butyric acid), [H][H] (hydrogen). The reagents and catalysts are [Pd] (palladium on charcoal). Run in C(C)O (ethanol). Conditions: time 30 minute. The product is NC1=CC=C(C=C1)CCCC(=O)O (4-(4-aminophenyl)butyric acid). As a reaction SMILES: [N+:1]([C:4]1[CH:9]=[CH:8][C:7]([CH2:10][CH2:11][CH2:12][C:13]([OH:15])=[O:14])=[CH:6][CH:5]=1)([O-])=O.[H][H]>[Pd].C(O)C>[NH2:1][C:4]1[CH:5]=[CH:6][C:7]([CH2:10][CH2:11][CH2:12][C:13]([OH:15])=[O:14])=[CH:8][CH:9]=1. Reported procedure: A mixture of 4-(4-nitrophenyl)butyric acid (3 g, 14 mmol) (Aldrich Chemical Company Ltd.) and 10% palladium on charcoal catalyst (0.3 g) in ethanol (100 ml) was submitted to gaseous hydrogen at 50 p.s.i., 20° C., for 30 minutes. The mixture was then filtered and concentrated. The resulting solid residue was recrystallised from isopropanol to give 4-(4-aminophenyl)butyric acid. (1.9 g, 76%) mp. 125°-127° C. Starting materials: CC1=C(C(=O)C(C(=O)OCC)=COCC)C(=CC(=C1F)F)F (ethyl 2-(2-methyl-3,4,6-trifluorobenzoyl)-3-ethoxyacrylate), C(C)N (ethylamine). Yields the product CC1=C(C(=O)C(C(=O)OCC)=CNCC)C(=CC(=C1F)F)F (ethyl 2-(2-methyl-3,4,6-trifluorobenzoyl)-3-ethylaminoacrylate). Reaction SMILES: [CH3:1][C:2]1[C:19]([F:20])=[C:18]([F:21])[CH:17]=[C:16]([F:22])[C:3]=1[C:4]([C:6](=[CH:12]OCC)[C:7]([O:9][CH2:10][CH3:11])=[O:8])=[O:5].[CH2:23]([NH2:25])[CH3:24]>>[CH3:1][C:2]1[C:19]([F:20])=[C:18]([F:21])[CH:17]=[C:16]([F:22])[C:3]=1[C:4]([C:6](=[CH:12][NH:25][CH2:23][CH3:24])[C:7]([O:9][CH2:10][CH3:11])=[O:8])=[O:5]. Procedure: Employing ethyl 2-(2-methyl-3,4,6-trifluorobenzoyl)-3-ethoxyacrylate (1.0 g) and 70% aqueous ethylamine solution (0.24 ml), the procedure of Reference Example 8 is repeated to give ethyl 2-(2-methyl-3,4,6-trifluorobenzoyl)-3-ethylaminoacrylate, which is then treated with 60 % sodium hydride (0.15 g) as in Reference Example 9 to give ethyl 1-ethyl-5-methyl-6,7-difluoro-1,4-dihydro-4-oxoquinoline-3-carboxylate (0.6 g), as white crystals, m.p. 157°-159° C.